From a dataset of the Open Reaction Database (ORD), a public repository of structured organic reaction records. describe an organic reaction: reactants, conditions, products, and yield Starting materials: C1(=CC=CC=C1)P(C1=CC=CC=C1)C1=CC=CC=C1 (triphenylphosphine), [OH-].[NH4+] (ammonium hydroxide), Cl (HCl), FC=1C(=CC2=C(N=C(S2)C(C#N)=C(O)C=2OC=CC2)C1)OC (2-(5-fluoro-6-methoxybenzothiazol-2-yl)-3-furan-2-yl-3-hydroxyacrylonitrile), ClC(=C(C#N)C=1SC2=C(N1)C=C(C(=C2)OC)F)C=2OC=CC2 (3-chloro-2-(5-fluoro-6-methoxybenzothiazol-2-yl)-3-furan-2-ylacrylonitrile), O.NN (Hydrazine monohydrate). The solvent is ClCCl (dichloromethane), C(Cl)(Cl)(Cl)Cl (carbon tetrachloride), CO (methanol). Yields the product FC=1C(=CC2=C(N=C(S2)C2=C(NN=C2C=2OC=CC2)N)C1)OC (4-(5-Fluoro-6-methoxybenzothiazol-2-yl)-5-furan-2-yl-2H-pyrazol-3-ylamine). The yield is 21.0%. Reaction SMILES: [F:1][C:2]1[C:3](OC)=[CH:4][C:5]2[S:9][C:8]([C:10](=[C:13]([C:15]3O[CH:17]=[CH:18][CH:19]=3)O)[C:11]#[N:12])=N[C:6]=2[CH:20]=1.[C:23]1(P(C2C=CC=CC=2)C2C=CC=CC=2)C=CC=CC=1.ClC(C1OC=CC=1)=C(C1SC2C=C(OC)C(F)=CC=2N=1)C#N.[OH2:64].[NH2:65][NH2:66].Cl.[OH-:68].[NH4+:69]>ClCCl.C(Cl)(Cl)(Cl)Cl.CO>[F:1][C:2]1[C:20]([O:68][CH3:23])=[CH:6][C:5]2[S:9][C:8]([C:10]3[C:13]([C:15]4[O:64][CH:17]=[CH:18][CH:19]=4)=[N:66][NH:65][C:11]=3[NH2:12])=[N:69][C:4]=2[CH:3]=1 |f:3.4,6.7|. Reported procedure: To a suspension of 2-(5-fluoro-6-methoxybenzothiazol-2-yl)-3-furan-2-yl-3-hydroxyacrylonitrile (70 mg, 0.199 mmol) in anhydrous dichloromethane (3 mL) and carbon tetrachloride (2 mL) was added triphenylphosphine (175 mg, 0.667 mmol). The reaction mixture was stirred at reflux for three hours then at room temperature overnight to give a dark brown solution containing 3-chloro-2-(5-fluoro-6-methoxybenzothiazol-2-yl)-3-furan-2-ylacrylonitrile. Hydrazine monohydrate (30 μL, 0.62 mmol) and methanol (... Reactants: N(=[N+]=[N-])CCOC1=C(C(=CC(=C1)Cl)[N+](=O)[O-])N (2-(2-azido-ethoxy)-4-chloro-6-nitro-phenylamine), C1(=CC=CC=C1)P(C1=CC=CC=C1)C1=CC=CC=C1 (triphenylphosphine). Solvent: O (water), O1CCCC1 (tetrahydrofuran). Run at time 24 hour. Yields the product NCCOC1=C(C(=CC(=C1)Cl)[N+](=O)[O-])N (2-(2-Amino-ethoxy)-4-chloro-6-nitro-phenylamine). Reaction SMILES: [N:1]([CH2:4][CH2:5][O:6][C:7]1[CH:12]=[C:11]([Cl:13])[CH:10]=[C:9]([N+:14]([O-:16])=[O:15])[C:8]=1[NH2:17])=[N+]=[N-].C1(P(C2C=CC=CC=2)C2C=CC=CC=2)C=CC=CC=1>O1CCCC1.O>[NH2:1][CH2:4][CH2:5][O:6][C:7]1[CH:12]=[C:11]([Cl:13])[CH:10]=[C:9]([N+:14]([O-:16])=[O:15])[C:8]=1[NH2:17]. Procedure details: A solution of 2-(2-azido-ethoxy)-4-chloro-6-nitro-phenylamine (1.9 g, 7.36 mmol) and triphenylphosphine (2.27 g, 8.65 mmol) in tetrahydrofuran (80 ml) and water (2 ml) was allowed to stir for 24 hours at room temperature. The solvent was removed under vacuum and the solid washed with methylene chloride (30 ml) to afford an orange solid: mp 156-157° C. The reactants are [N+](=O)([O-])C1=CC=C(CNC(OCCCC=2N=CNC2)=O)C=C1 (3-(1H-Imidazol-4-yl )propyl N-(4-nitrobenzyl )carbamate), [H][H] (hydrogen). The reagents and catalysts are [Pd] (palladium-on-charcoal). Run in CO (methanol). The product is NC1=CC=C(CNC(OCCCC=2N=CNC2)=O)C=C1 (3-(1H-Imidazol-4-yl)propyl N-(4-aminobenzyl)carbamate). RXN SMILES: [N+:1]([C:4]1[CH:22]=[CH:21][C:7]([CH2:8][NH:9][C:10](=[O:20])[O:11][CH2:12][CH2:13][CH2:14][C:15]2[N:16]=[CH:17][NH:18][CH:19]=2)=[CH:6][CH:5]=1)([O-])=O.[H][H]>CO.[Pd]>[NH2:1][C:4]1[CH:5]=[CH:6][C:7]([CH2:8][NH:9][C:10](=[O:20])[O:11][CH2:12][CH2:13][CH2:14][C:15]2[N:16]=[CH:17][NH:18][CH:19]=2)=[CH:21][CH:22]=1. Reported procedure: 2 mmol of the compound obtained in Example 67 are hydrogenated in 10 ml of methanol with 40 mg of palladium-on-charcoal (10%) with hydrogen. After absorption of the calculated amount of hydrogen, the solution is filtered, concentrated and purified by chromatography. The title compound obtained is crystallized in the hydrogenmaleate form from ethanol/diethyl ether. The reactants are C(CCC)OCCOCCO (2-(2-n-butoxyethoxy)ethanol), C(=O)(Cl)Cl (phosgene). The solvent is C1=CC=CC=C1 (benzene). Conditions: time 0.5 hour. Yields the product ClC(=O)OCCOCCOCCCC (2-(2-n-butoxyethoxy)ethyl chloroformate). Reaction SMILES: [CH2:1]([O:5][CH2:6][CH2:7][O:8][CH2:9][CH2:10][OH:11])[CH2:2][CH2:3][CH3:4].[C:12](Cl)([Cl:14])=[O:13]>C1C=CC=CC=1>[Cl:14][C:12]([O:11][CH2:10][CH2:9][O:8][CH2:7][CH2:6][O:5][CH2:1][CH2:2][CH2:3][CH3:4])=[O:13]. Procedure: 24.3 G. (150 mmoles) of 2-(2-n-butoxyethoxy)ethanol is added dropwise with stirring to 250 ml. (290 mmoles) of a 12.5% phosgene solution in benzene, cooled in an ice bath and protected from moisture. The addition is carried out over a period of approximately 1 1/2 hours and stirring is continued in an ice bath for 2 hours. The solution is allowed to warm to room temperature and stirred overnight. Nitrogen is passed through the solution for several hours to remove excess phosgene and excess HCl. ... The reactants are ClC1=NC=2N(C(=C1C1=CC=CC=C1)C)N=C(N2)C (5-chloro-2,7-dimethyl-6-phenyl[1,2,4]triazolo[1,5-a]pyrimidine), C(=O)C1=CC=C(C=C1)B(O)O (4-formylphenylboronic acid), C([O-])([O-])=O.[Na+].[Na+] (sodium carbonate). The reagents and catalysts are C1=CC=C(C=C1)P([C-]2C=CC=C2)C3=CC=CC=C3.C1=CC=C(C=C1)P([C-]2C=CC=C2)C3=CC=CC=C3.Cl[Pd]Cl.[Fe+2] (dichloro[1,1′-bis(diphenylphosphino)ferrocene]palladium). The solvent is O (water), ClCCl (dichloromethane), COCCOC (1,2-dimethoxyethane). Conditions: temperature 110 celsius. The product is CC1=NN2C(N=C(C(=C2C)C2=CC=CC=C2)C2=CC=C(C=O)C=C2)=N1 (4-(2,7-Dimethyl-6-phenyl[1,2,4]triazolo[1,5-a]pyrimidin-5-yl)benzaldehyde). As a reaction SMILES: Cl[C:2]1[C:7]([C:8]2[CH:13]=[CH:12][CH:11]=[CH:10][CH:9]=2)=[C:6]([CH3:14])[N:5]2[N:15]=[C:16]([CH3:18])[N:17]=[C:4]2[N:3]=1.[CH:19]([C:21]1[CH:26]=[CH:25][C:24](B(O)O)=[CH:23][CH:22]=1)=[O:20].C(=O)([O-])[O-].[Na+].[Na+]>COCCOC.O.ClCCl.C1C=CC(P(C2C=CC=CC=2)[C-]2C=CC=C2)=CC=1.C1C=CC(P(C2C=CC=CC=2)[C-]2C=CC=C2)=CC=1.Cl[Pd]Cl.[Fe+2]>[CH3:18][C:16]1[N:17]=[C:4]2[N:3]=[C:2]([C:24]3[CH:25]=[CH:26][C:21]([CH:19]=[O:20])=[CH:22][CH:23]=3)[C:7]([C:8]3[CH:13]=[CH:12][CH:11]=[CH:10][CH:9]=3)=[C:6]([CH3:14])[N:5]2[N:15]=1 |f:2.3.4,8.9.10.11|. Reported procedure: To a mixture of 1.25 g 5-chloro-2,7-dimethyl-6-phenyl[1,2,4]triazolo[1,5-a]pyrimidine and 0.87 g 4-formylphenylboronic acid in 25 ml 1,2-dimethoxyethane are added 0.18 g dichloro[1,1′-bis(diphenylphosphino)ferrocene]palladium (II) dichloromethane adduct and 9.30 ml of a 10% w/w sodium carbonate solution. The resulting mixture is heated to 110° C. by microwave irradiation under an inert gas atmosphere for 45 min. The work up is performed by diluting the reaction mixture with water and dichloromet... Starting materials: COC=1C=C2C(=CC=NC2=CC1OC)OC1=CC=C(N)C=C1 (4-[(6,7-Dimethoxy-4-quinolyl)oxy]aniline), ClC(Cl)(OC(OC(Cl)(Cl)Cl)=O)Cl (triphosgene), C([O-])(O)=O.[Na+] (sodium bicarbonate), OC(C#N)C1=CC=CC=C1 (2-hydroxy-2-phenylacetonitrile). Run in C(C)N(CC)CC (triethylamine), C1(=CC=CC=C1)C (toluene), C(Cl)Cl (methylene chloride). Yields the product COC=1C=C2C(=CC=NC2=CC1OC)OC1=CC=C(C=C1)NC(OC(C1=CC=CC=C1)C#N)=O (Cyano(phenyl)methyl N-{4-[(6,7-dimethoxy-4-quinolyl)oxy]phenyl}carbamate). Yield: 26.0%. As a reaction SMILES: [CH3:1][O:2][C:3]1[CH:4]=[C:5]2[C:10](=[CH:11][C:12]=1[O:13][CH3:14])[N:9]=[CH:8][CH:7]=[C:6]2[O:15][C:16]1[CH:22]=[CH:21][C:19]([NH2:20])=[CH:18][CH:17]=1.Cl[C:24](Cl)([O:26]C(=O)OC(Cl)(Cl)Cl)Cl.[OH:35][CH:36]([C:39]1[CH:44]=[CH:43][CH:42]=[CH:41][CH:40]=1)[C:37]#[N:38].C(=O)(O)[O-].[Na+]>C(Cl)Cl.C(N(CC)CC)C.C1(C)C=CC=CC=1>[CH3:1][O:2][C:3]1[CH:4]=[C:5]2[C:10](=[CH:11][C:12]=1[O:13][CH3:14])[N:9]=[CH:8][CH:7]=[C:6]2[O:15][C:16]1[CH:22]=[CH:21][C:19]([NH:20][C:24](=[O:26])[O:35][CH:36]([C:37]#[N:38])[C:39]2[CH:44]=[CH:43][CH:42]=[CH:41][CH:40]=2)=[CH:18][CH:17]=1 |f:3.4|. Procedure: 4-[(6,7-Dimethoxy-4-quinolyl)oxy]aniline (50 mg) was added to toluene (5 ml), and triethylamine (0.5 ml), and the mixture was heated under reflux to prepare a solution. A solution of triphosgene (77 mg) in methylene chloride was then added thereto, and the mixture was heated under reflux for 10 min. Next, 2-hydroxy-2-phenylacetonitrile (35 mg) was added thereto, and the mixture was further stirred with heating under reflux for 3 hr. A saturated aqueous sodium bicarbonate solution was added to st... Reactants: NC1=C(C=C(C=C1)SC1=C(C=C(C(=O)OC)C=C1)[N+](=O)[O-])F (Methyl 4-(4-amino-3-fluorophenylthio)-3-nitrobenzoate), N1=CC=CC=C1 (pyridine), ClC(=O)OCC(Cl)(Cl)Cl (2,2,2-trichloroethyl chloroformate). The solvent is C(Cl)Cl (CH2Cl2). Reaction conditions: temperature 5 celsius, time 30 minute. Yields the product FC=1C=C(C=CC1NC(=O)OCC(Cl)(Cl)Cl)SC1=C(C=C(C(=O)OC)C=C1)[N+](=O)[O-] (Methyl 4-(3-fluoro-4-((2,2,2-trichloroethoxy)carbonylamino)phenylthio)-3-nitrobenzoate). The yield is 94.0%. Reaction SMILES: [NH2:1][C:2]1[CH:7]=[CH:6][C:5]([S:8][C:9]2[CH:18]=[CH:17][C:12]([C:13]([O:15][CH3:16])=[O:14])=[CH:11][C:10]=2[N+:19]([O-:21])=[O:20])=[CH:4][C:3]=1[F:22].N1C=CC=CC=1.Cl[C:30]([O:32][CH2:33][C:34]([Cl:37])([Cl:36])[Cl:35])=[O:31]>C(Cl)Cl>[F:22][C:3]1[CH:4]=[C:5]([S:8][C:9]2[CH:18]=[CH:17][C:12]([C:13]([O:15][CH3:16])=[O:14])=[CH:11][C:10]=2[N+:19]([O-:21])=[O:20])[CH:6]=[CH:7][C:2]=1[NH:1][C:30]([O:32][CH2:33][C:34]([Cl:37])([Cl:36])[Cl:35])=[O:31]. Procedure details: The product of Example 449B (2.0 g, 6.2 mmol) and pyridine (0.55 mL, 6.8 mmol) in CH2Cl2 (20 mL) was reacted with 2,2,2-trichloroethyl chloroformate (0.92 mL, 6.5 mmol) dropwise at 5° C. The mixture was stirred at 5° C. for 30 minutes and concentrated. The residue was diluted with water (50 mL). The resulting crystals were collected by filtration, washed with water and i-Pr2O, and dried at room temperature in vacuum overnight to give the title compound as pale yellow crystals (2.9 g, 93%).